Dataset: the Open Reaction Database (ORD), a public repository of structured organic reaction records. Task: describe an organic reaction: reactants, conditions, products, and yield Reactants: CCOC(=O)C(C)=Cc1cccc(-n2nc(C(C)(C)C)cc2N)c1, CO. Product: CCOC(=O)C(C)Cc1cccc(-n2nc(C(C)(C)C)cc2N)c1. Reaction SMILES: [CH2:1]([CH3:2])[O:3][C:4]([C:5](=[CH:6][c:7]1[cH:8][c:9](-[n:13]2[n:14][c:15]([C:19]([CH3:20])([CH3:21])[CH3:22])[cH:16][c:17]2[NH2:18])[cH:10][cH:11][cH:12]1)[CH3:23])=[O:24].[CH3:25][OH:26]>>[CH2:1]([CH3:2])[O:3][C:4]([CH:5]([CH2:6][c:7]1[cH:8][c:9](-[n:13]2[n:14][c:15]([C:19]([CH3:20])([CH3:21])[CH3:22])[cH:16][c:17]2[NH2:18])[cH:10][cH:11][cH:12]1)[CH3:23])=[O:24]. The reactants are [Si](C)(C)(C(C)(C)C)O[C@H]1CC(O[C@@H](C1)C(OC)OC)O ((4R,6S)-4-(tert-butyldimethylsilyloxy)-6-(dimethoxymethyl)-tetrahydro-2H-pyran-2-ol), [F-].C(CCC)[N+](CCCC)(CCCC)CCCC (tetra-n-butylammonium fluoride). Run in O1CCCC1 (tetrahydrofurane), C1CCOC1 (THF). Run at temperature 25 celsius, time 15 minute. The product is COC([C@@H]1C[C@H](CC(O1)O)O)OC ((4R,6S)-6-(dimethoxymethyl)-tetrahydro-2H-pyran-2,4-diol). Reaction SMILES: [Si]([O:8][C@@H:9]1[CH2:14][C@@H:13]([CH:15]([O:18][CH3:19])[O:16][CH3:17])[O:12][CH:11]([OH:20])[CH2:10]1)(C(C)(C)C)(C)C.[F-].C([N+](CCCC)(CCCC)CCCC)CCC>O1CCCC1>[CH3:17][O:16][CH:15]([O:18][CH3:19])[C@H:13]1[O:12][CH:11]([OH:20])[CH2:10][C@H:9]([OH:8])[CH2:14]1 |f:1.2|. Procedure details: To a solution of 0.47 g of (4R,6S)-4-(tert-butyldimethylsilyloxy)-6-(dimethoxymethyl)-tetrahydro-2H-pyran-2-ol (I′) in 14 mL of tetrahydrofurane, tetra-n-butylammonium fluoride in 14 mL of THF is added. After 15 minutes of stirring at 25° C., the THF is distilled off. The residue is flash chromatographed (methanol). After methanol is distilled off, the title compound is obtained as an oil. Reactants: NC=1SC=C(N1)C(C(=O)N[C@H]1[C@H]2SCC(=C(N2C1=O)C(=O)O)CSC1=CC(=NC=2N1N=C(N2)CO)C(NO)=O)=O ((6R,7R)-7-(2-Amino-4-thiazoleglyoxylamido)-3-[[[5-(hydroxycarbamoyl)-2-(hydroxymethyl)-s-triazolo[1,5-a]pyrimidin-7-yl]thio]methyl]-8-oxo-5-thia-1-azabicyclo[4.2.0]oct-2-ene-2-carboxylic acid), Cl.NOC(C(=O)NNC(C1=CC(=C(C=C1)O)O)=O)(C)C (1-[2-(aminooxy)-2-methylpropionyl]-2-(3,4-dihydroxybenzoyl)hydrazine hydrochloride). Run in CC(=O)N(C)C (dimethylacetamide). Run at time 24 hour. Product: NC=1SC=C(N1)/C(/C(=O)N[C@H]1[C@H]2SCC(=C(N2C1=O)C(=O)O)CSC1=CC(=NC=2N1N=C(N2)CO)C(NO)=O)=N/OC(C)(C)C(NNC(C2=CC(=C(C=C2)O)O)=O)=O ((6R,7R)-7-[(Z)-2-(2-amino-4-thiazolyl)-2-[[1-[3-(3,4-dihydroxybenzoyl)carbazoyl]-1-methylethoxy]imino]acetamido]-3-[[[5-(hydroxycarbamoyl)-2-(hydroxymethyl)-s-triazolo[1,5-a]pyrimidin-7-yl]thio]methyl]-8-oxo-5-thia-1-azabicyclo[4.2.0]oct-2-ene-2-carboxylic acid). Yield: 71.0%. RXN SMILES: [NH2:1][C:2]1[S:3][CH:4]=[C:5]([C:7](=O)[C:8]([NH:10][C@@H:11]2[C:18](=[O:19])[N:17]3[C@@H:12]2[S:13][CH2:14][C:15]([CH2:23][S:24][C:25]2[N:30]4[N:31]=[C:32]([CH2:34][OH:35])[N:33]=[C:29]4[N:28]=[C:27]([C:36](=[O:39])[NH:37][OH:38])[CH:26]=2)=[C:16]3[C:20]([OH:22])=[O:21])=[O:9])[N:6]=1.Cl.[NH2:42][O:43][C:44]([CH3:60])([CH3:59])[C:45]([NH:47][NH:48][C:49](=[O:58])[C:50]1[CH:55]=[CH:54][C:53]([OH:56])=[C:52]([OH:57])[CH:51]=1)=[O:46]>CC(N(C)C)=O>[NH2:1][C:2]1[S:3][CH:4]=[C:5](/[C:7](=[N:42]/[O:43][C:44]([C:45](=[O:46])[NH:47][NH:48][C:49](=[O:58])[C:50]2[CH:55]=[CH:54][C:53]([OH:56])=[C:52]([OH:57])[CH:51]=2)([CH3:59])[CH3:60])/[C:8]([NH:10][C@@H:11]2[C:18](=[O:19])[N:17]3[C@@H:12]2[S:13][CH2:14][C:15]([CH2:23][S:24][C:25]2[N:30]4[N:31]=[C:32]([CH2:34][OH:35])[N:33]=[C:29]4[N:28]=[C:27]([C:36](=[O:39])[NH:37][OH:38])[CH:26]=2)=[C:16]3[C:20]([OH:22])=[O:21])=[O:9])[N:6]=1 |f:1.2|. Reported procedure: (6R,7R)-7-(2-Amino-4-thiazoleglyoxylamido)-3-[[[5-(hydroxycarbamoyl)-2-(hydroxymethyl)-s-triazolo[1,5-a]pyrimidin-7-yl]thio]methyl]-8-oxo-5-thia-1-azabicyclo[4.2.0]oct-2-ene-2-carboxylic acid (50 mg) (0.082 mmol) and 34 mg (0.11 mmol) of 1-[2-(aminooxy)-2-methylpropionyl]-2-(3,4-dihydroxybenzoyl)hydrazine hydrochloride are dissolved in 4 ml of absolute dimethylacetamide. After stirring at room temperature for 24 hours the solvent is removed at room temperature. The residue is treated with water.... Reactants: CC#N, Cc1nc2ccnn2c(Cl)c1Cl, [F-], [K+], C1COCCOCCOCCOCCOCCO1, O. Reaction SMILES: [CH3:34][C:35]#[N:36].[Cl:1][c:2]1[c:3]([CH3:12])[n:4][c:5]2[n:6]([c:7]1[Cl:8])[n:9][cH:10][cH:11]2.[F-:31].[K+:32].[O:13]1[CH2:14][CH2:15][O:16][CH2:17][CH2:18][O:19][CH2:20][CH2:21][O:22][CH2:23][CH2:24][O:25][CH2:26][CH2:27][O:28][CH2:29][CH2:30]1.[OH2:33]>>[Cl:1][c:2]1[c:3]([CH3:12])[n:4][c:5]2[n:6]([c:7]1[F:31])[n:9][cH:10][cH:11]2. Product: Cc1nc2ccnn2c(F)c1Cl.